From a dataset of the Open Reaction Database (ORD), a public repository of structured organic reaction records. describe an organic reaction: reactants, conditions, products, and yield Reported procedure: To a solution of (11β,17β)-9-fluoro-11-hydroxy-17-(methylthio)androsta-1,4-dien-3-one (701 mg, 2.0 mmole; see example 5) in chloroform (30 ml) was added a solution of 85% m-chloroperbenzoic acid (398 mg, 2.0 mmole) in chloroform (10 ml). An instantaneous reaction was observed (tlc). The solution was then washed with a 10% potassium carbonate solution and water, dried (anhydrous magnesium sulfate) and evaporated to afford the title compound as a solid (700 mg). One crystallization of this from ac... The reactants are F[C@@]12[C@]3(C=CC(C=C3CC[C@H]1[C@@H]1CC[C@@H]([C@@]1(C)C[C@@H]2O)SC)=O)C ((11β,17β)-9-fluoro-11-hydroxy-17-(methylthio)androsta-1,4-dien-3-one), ClC1=CC(=CC=C1)C(=O)OO (m-chloroperbenzoic acid). Reaction SMILES: [F:1][C@:2]12[C@@H:19]([OH:20])[CH2:18][C@@:16]3([CH3:17])[C@@H:12]([CH2:13][CH2:14][C@@H:15]3[S:21][CH3:22])[C@@H:11]1[CH2:10][CH2:9][C:8]1[C@:3]2([CH3:24])[CH:4]=[CH:5][C:6](=[O:23])[CH:7]=1.ClC1C=CC=C(C(OO)=[O:33])C=1>C(Cl)(Cl)Cl>[F:1][C@:2]12[C@@H:19]([OH:20])[CH2:18][C@@:16]3([CH3:17])[C@@H:12]([CH2:13][CH2:14][C@@H:15]3[S:21]([CH3:22])=[O:33])[C@@H:11]1[CH2:10][CH2:9][C:8]1[C@:3]2([CH3:24])[CH:4]=[CH:5][C:6](=[O:23])[CH:7]=1. Product: F[C@@]12[C@]3(C=CC(C=C3CC[C@H]1[C@@H]1CC[C@@H]([C@@]1(C)C[C@@H]2O)S(=O)C)=O)C ((11β,17β)-9-Fluoro-11-hydroxy-17-(methylsulfinyl)androsta-1,4-dien-3-one). Run in C(Cl)(Cl)Cl (chloroform), C(Cl)(Cl)Cl (chloroform). The yield is 95.5%. Reactants: ClCC(=O)Cl (chloroacetyl chloride), C(CCCCCCC\C=C/CCCCCCCC)N (oleylamine), diether, C(=O)([O-])[O-].[Na+].[Na+] (Na2CO3), C(=O)([O-])[O-].[Na+].[Na+] (Na2CO3), ClCC(=O)Cl (chloroacetyl chloride). Solvent: O (water), O (water). Reaction conditions: temperature 12.5 celsius, time 60 minute. Product: ClCC(=O)NCCCCCCCC\C=C/CCCCCCCC (2-chloro-N-oleylacetamide). The yield is 97.8%. RXN SMILES: [CH2:1]([NH2:19])[CH2:2][CH2:3][CH2:4][CH2:5][CH2:6][CH2:7][CH2:8]/[CH:9]=[CH:10]\[CH2:11][CH2:12][CH2:13][CH2:14][CH2:15][CH2:16][CH2:17][CH3:18].C([O-])([O-])=O.[Na+].[Na+].[Cl:26][CH2:27][C:28](Cl)=[O:29]>O>[Cl:26][CH2:27][C:28]([NH:19][CH2:1][CH2:2][CH2:3][CH2:4][CH2:5][CH2:6][CH2:7][CH2:8]/[CH:9]=[CH:10]\[CH2:11][CH2:12][CH2:13][CH2:14][CH2:15][CH2:16][CH2:17][CH3:18])=[O:29] |f:1.2.3|. Procedure: To a rapidly stirred mixture of oleylamine (118.5 g), diether (200 mL), Na2CO3 (50.29 g) and water (500 mL) is added chloroacetyl chloride (54.16 g) dropwise over 60 min. Intermittent cooling is applied to maintain temperature between 10-15° C. After completion of addition, the mixture is stirred for 60 min, and the phases are allowed to separate. Analysis (H-NMR) of a sample of the upper ether layer indicates that a small amount of amine is not reacted. Additional Na2CO3 (7 g) and water (50 mL)... Starting materials: CC#N, O=C(Cl)Oc1ccc([N+](=O)[O-])cc1, CCCCNC(=O)CC(O[Si](C)(C)C(C)(C)C)C(N)CC1CCCCC1, [Na+], O=C([O-])O. Product: CCCCNC(=O)CC(O[Si](C)(C)C(C)(C)C)C(CC1CCCCC1)NC(=O)Oc1ccc([N+](=O)[O-])cc1. RXN SMILES: [CH3:45][C:46]#[N:47].[Cl:32][C:33](=[O:34])[O:35][c:36]1[cH:37][cH:38][c:39]([N+:42](=[O:43])[O-:44])[cH:40][cH:41]1.[NH2:1][CH:2]([CH:3]([CH2:4][C:5](=[O:6])[NH:7][CH2:8][CH2:9][CH2:10][CH3:11])[O:12][Si:13]([CH3:14])([CH3:15])[C:16]([CH3:17])([CH3:18])[CH3:19])[CH2:20][CH:21]1[CH2:22][CH2:23][CH2:24][CH2:25][CH2:26]1.[Na+:31].[O-:27][C:28]([OH:29])=[O:30]>>[NH:1]([CH:2]([CH:3]([CH2:4][C:5](=[O:6])[NH:7][CH2:8][CH2:9][CH2:10][CH3:11])[O:12][Si:13]([CH3:14])([CH3:15])[C:16]([CH3:17])([CH3:18])[CH3:19])[CH2:20][CH:21]1[CH2:22][CH2:23][CH2:24][CH2:25][CH2:26]1)[C:33](=[O:34])[O:35][c:36]1[cH:37][cH:38][c:39]([N+:42](=[O:43])[O-:44])[cH:40][cH:41]1. The product is COC1CCC2(CC1)Cc1ccc(OCCCF)cc1C21N=C(C)C(=S)N1. Reaction SMILES: [CH3:30][CH:31]([OH:32])[CH3:33].[CH3:40][OH:41].[CH3:42][CH2:43][CH2:44][CH2:45][CH2:46][CH2:47][CH3:48].[CH3:49][CH2:50][O:51][C:52]([CH3:53])=[O:54].[CH:23]([O:24][CH3:25])([O:26][CH3:27])[O:28][CH3:29].[F:1][CH2:2][CH2:3][CH2:4][O:5][c:6]1[cH:7][cH:8][c:9]2[c:20]([cH:21]1)[C:19](=[NH:22])[C:11]1([CH2:10]2)[CH2:12][CH2:13][CH:14]([O:17][CH3:18])[CH2:15][CH2:16]1.[O:34]=[C:35]([C:36]([NH2:37])=[S:38])[CH3:39]>>[F:1][CH2:2][CH2:3][CH2:4][O:5][c:6]1[cH:7][cH:8][c:9]2[c:20]([cH:21]1)[C:19]1([C:11]3([CH2:10]2)[CH2:12][CH2:13][CH:14]([O:17][CH3:18])[CH2:15][CH2:16]3)[N:22]=[C:35]([CH3:39])[C:36](=[S:38])[NH:37]1. The reactants are CC(C)O, CO, CCCCCCC, CCOC(C)=O, COC(OC)OC, COC1CCC2(CC1)Cc1ccc(OCCCF)cc1C2=N, CC(=O)C(N)=S.